describe an organic reaction: reactants, conditions, products, and yield From a dataset of the Open Reaction Database (ORD), a public repository of structured organic reaction records. The reactants are Cn1nnnc1Cl, CCO, NC(N)=S, [Na+], [OH-], O=C(CCCCl)c1ccccn1. The product is Cn1nnnc1SCCCC(=O)c1ccccn1. As a reaction SMILES: [CH3:17][n:18]1[n:19][n:20][n:21][c:22]1[Cl:23].[CH3:26][CH2:27][OH:28].[NH2:13][C:14]([NH2:15])=[S:16].[Na+:25].[OH-:24].[n:1]1[c:2]([C:7](=[O:8])[CH2:9][CH2:10][CH2:11][Cl:12])[cH:3][cH:4][cH:5][cH:6]1>>[n:1]1[c:2]([C:7](=[O:8])[CH2:9][CH2:10][CH2:11][S:16][c:22]2[n:18]([CH3:17])[n:19][n:20][n:21]2)[cH:3][cH:4][cH:5][cH:6]1. Starting materials: COC1=CC(=C(C=C1OCN1CCC(CC1)C)N)[N+](=O)[O-] (4-Methoxy-5-(4-methyl-piperidin-1-ylmethoxy)-2-nitro-phenylamine). Reagents/catalysts: [Pd] (palladium on carbon). Solvent: CO (MeOH). Reaction conditions: time 4 hour. Product: COC=1C=C(C(=CC1OCN1CCC(CC1)C)N)N (4-Methoxy-5-(4-methyl-piperidin-1-ylmethoxy)-benzene-1,2-diamine). The yield is 100.5%. RXN SMILES: [CH3:1][O:2][C:3]1[C:8]([O:9][CH2:10][N:11]2[CH2:16][CH2:15][CH:14]([CH3:17])[CH2:13][CH2:12]2)=[CH:7][C:6]([NH2:18])=[C:5]([N+:19]([O-])=O)[CH:4]=1>[Pd].CO>[CH3:1][O:2][C:3]1[CH:4]=[C:5]([NH2:19])[C:6]([NH2:18])=[CH:7][C:8]=1[O:9][CH2:10][N:11]1[CH2:16][CH2:15][CH:14]([CH3:17])[CH2:13][CH2:12]1. Reported procedure: A mixture of 4-Methoxy-5-(4-methyl-piperidin-1-ylmethoxy)-2-nitro-phenylamine (0.9 g, 3.0 mmol) and 10% palladium on carbon (90 mg) in MeOH (20 ml) was shaken under an atmosphere of hydrogen for 4 hours. The reaction mixture was filtered through GF/A paper directly into saturated EtOAc/HCl to give a purple solution, which was reduced in vacuo to yield 4-Methoxy-5-(4-methyl-piperidin-1-ylmethoxy)-benzene-1,2-diamine as a purple foam (0.8 g), (LC/MS (acidic method): Rt 0.34, [M+H]+ 266) Starting materials: BrC1=CC=C(C=C1)[C@H](C)N ((S)-1-(4-bromophenyl)ethylamine), C(C)(=O)OC(C)=O (acetic anhydride). Solvent: C(Cl)Cl (DCM). Reaction conditions: temperature 25 celsius. Product: BrC1=CC=C(C=C1)[C@H](C)NC(C)=O ((S)—N-(1-(4-Bromophenyl)ethyl)acetamide). As a reaction SMILES: [Br:1][C:2]1[CH:7]=[CH:6][C:5]([C@@H:8]([NH2:10])[CH3:9])=[CH:4][CH:3]=1.[C:11](OC(=O)C)(=[O:13])[CH3:12]>C(Cl)Cl>[Br:1][C:2]1[CH:7]=[CH:6][C:5]([C@@H:8]([NH:10][C:11](=[O:13])[CH3:12])[CH3:9])=[CH:4][CH:3]=1. Procedure details: To 200 g (1.00 mol) (S)-1-(4-bromophenyl)ethylamine in 800 mL DCM are slowly added 94.5 mL (1.00 mol) acetic anhydride while cooling the mixture to 20-30° C. Then the cooling is removed and the reaction mixture is stirred at r.t. over night. Afterwards the mixture is consecutively washed with water, sat. aq. NaHCO3 solution, water, diluted aq. citric acid solution and again water. The org. layer is dried with MgSO4 and the solvent is removed in vacuo. The crude product is used without further pu... Reactants: solution, C[Si](C)(C)[N-][Si](C)(C)C.[Li+] (lithium bis(trimethylsilyl)amide), FC1=C(C(=O)NC2=NNC=C2)C(=CC=C1)F (2,6-difluoro-N-1H-pyrazol-3-ylbenzamide), COC1=C(C(=CC=C1)Cl)CBr (2-(bromomethyl)-3-chlorophenyl methyl ether), FC1=C(C(=O)NC2=NNC=C2)C(=CC=C1)F (2,6-difluoro-N-1H-pyrazol-3-ylbenzamide), Intermediate 25. Solvent: C1CCOC1 (THF), C1CCOC1 (THF), C1CCOC1 (THF). Run at time 30 minute. Product: ClC1=C(C(=CC=C1)OC)CN1N=C(C=C1)NC(C1=C(C=CC=C1F)F)=O (N-(1-{[2-chloro-6-(methyloxy)phenyl]methyl}-1H-pyrazol-3-yl)-2,6-difluorobenzamide). As a reaction SMILES: [F:1][C:2]1[CH:15]=[CH:14][CH:13]=[C:12]([F:16])[C:3]=1[C:4]([NH:6][C:7]1[CH:11]=[CH:10][NH:9][N:8]=1)=[O:5].C[Si]([N-][Si](C)(C)C)(C)C.[Li+].[CH3:27][O:28][C:29]1[CH:34]=[CH:33][CH:32]=[C:31]([Cl:35])[C:30]=1[CH2:36]Br>C1COCC1>[Cl:35][C:31]1[CH:32]=[CH:33][CH:34]=[C:29]([O:28][CH3:27])[C:30]=1[CH2:36][N:9]1[CH:10]=[CH:11][C:7]([NH:6][C:4](=[O:5])[C:3]2[C:12]([F:16])=[CH:13][CH:14]=[CH:15][C:2]=2[F:1])=[N:8]1 |f:1.2|. Procedure: To a stirred solution of 2,6-difluoro-N-1H-pyrazol-3-ylbenzamide (for a preparation see Intermediate 9)(0.05 g, 0.224 mmol) in dry THF (1.5 ml) under nitrogen was added a 1 M solution of lithium bis(trimethylsilyl)amide in THF (0.224 ml, 0.224 mmol, Aldrich) dropwise, fairly quickly. The solution was stirred for 30 min then a solution of 2-(bromomethyl)-3-chlorophenyl methyl ether (for a preparation see Intermediate 25)(0.053 g, 0.224 mmol) in dry THF (1.5 ml) was added and stirring continued fo... Reactants: F[B-](F)(F)F, CC1CNc2ccccc21, CCN(C(C)C)C(C)C, Cl, O=C(O)c1cc(Nc2ccc3c(c2)CC2(C3)C(=O)Nc3ncccc32)ncn1, CN(C)C=O, CN(C)C(On1nnc2ccccc21)=[N+](C)C. The product is CC1CN(C(=O)c2cc(Nc3ccc4c(c3)CC3(C4)C(=O)Nc4ncccc43)ncn2)c2ccccc21. RXN SMILES: [B-:49]([F:50])([F:51])([F:52])[F:53].[CH3:30][CH:31]1[CH2:32][NH:33][c:34]2[cH:35][cH:36][cH:37][cH:38][c:39]21.[CH:40]([N:41]([CH2:42][CH3:43])[CH:44]([CH3:45])[CH3:46])([CH3:47])[CH3:48].[ClH:1].[O:2]=[C:3]1[NH:4][c:5]2[n:6][cH:7][cH:8][cH:9][c:10]2[C:11]12[CH2:12][c:13]1[cH:14][cH:15][c:16]([NH:20][c:21]3[cH:22][c:23]([C:27](=[O:28])[OH:29])[n:24][cH:25][n:26]3)[cH:17][c:18]1[CH2:19]2.[O:71]=[CH:72][N:73]([CH3:74])[CH3:75].[n:54]1([O:55][C:56]([N:57]([CH3:58])[CH3:59])=[N+:60]([CH3:61])[CH3:62])[c:63]2[cH:64][cH:65][cH:66][cH:67][c:68]2[n:69][n:70]1>>[O:2]=[C:3]1[NH:4][c:5]2[n:6][cH:7][cH:8][cH:9][c:10]2[C:11]12[CH2:12][c:13]1[cH:14][cH:15][c:16]([NH:20][c:21]3[cH:22][c:23]([C:27](=[O:29])[N:33]4[CH2:32][CH:31]([CH3:30])[c:39]5[c:34]4[cH:35][cH:36][cH:37][cH:38]5)[n:24][cH:25][n:26]3)[cH:17][c:18]1[CH2:19]2. Starting materials: CC(=O)O[BH-](OC(C)=O)OC(C)=O, CC1(C)CC(c2c[nH]c3c(C(N)=O)cc(-c4csc(C=O)c4)cc23)CCS1(=O)=O, CC(=O)O, CS(C)=O, C1CCCNCC1, [Na+]. Yields the product CC1(C)CC(c2c[nH]c3c(C(N)=O)cc(-c4csc(CN5CCCCCC5)c4)cc23)CCS1(=O)=O. Reaction SMILES: [C:41]([O:42][BH-:43]([O:44][C:45](=[O:46])[CH3:47])[O:48][C:49](=[O:50])[CH3:51])(=[O:52])[CH3:53].[CH3:1][C:2]1([CH3:29])[S:3](=[O:27])(=[O:28])[CH2:4][CH2:5][CH:6]([c:8]2[cH:9][nH:10][c:11]3[c:12]([C:24](=[O:25])[NH2:26])[cH:13][c:14](-[c:17]4[cH:18][s:19][c:20]([CH:22]=[O:23])[cH:21]4)[cH:15][c:16]23)[CH2:7]1.[CH3:30][C:31](=[O:32])[OH:33].[CH3:55][S:56](=[O:57])[CH3:58].[NH:34]1[CH2:35][CH2:36][CH2:37][CH2:38][CH2:39][CH2:40]1.[Na+:54]>>[CH3:1][C:2]1([CH3:29])[S:3](=[O:27])(=[O:28])[CH2:4][CH2:5][CH:6]([c:8]2[cH:9][nH:10][c:11]3[c:12]([C:24](=[O:25])[NH2:26])[cH:13][c:14](-[c:17]4[cH:18][s:19][c:20]([CH2:22][N:34]5[CH2:35][CH2:36][CH2:37][CH2:38][CH2:39][CH2:40]5)[cH:21]4)[cH:15][c:16]23)[CH2:7]1. The yield is 55.0%. Product: BrC=1C=C(C=NC1)C1(CC1)C#N (1-(5-bromo-pyridin-3-yl)-cyclopropanecarbonitrile). The reactants are BrCCCl (1-bromo-2-chloro-ethane), CCOC(=O)C (EtOAc), BrC=1C=C(C=NC1)CC#N ((5-bromo-pyridin-3-yl)-acetonitrile), resultant mixture. Procedure details: To a suspension of (5-bromo-pyridin-3-yl)-acetonitrile (1.0 g, 5.1 mmol) in 50% NaOH (20.000 ml) is added 1-bromo-2-chloro-ethane (764 mg, 5.33 mmol) and benzyl triethylammonium chloride (15 mg, 0.11 mmol). The resultant mixture is heated to 60° C. for 2 h. After cooling down to room temperature, EtOAc is added and extracted. The organic layer is combined and washed with brine, dried over Na2SO4, filtered and concentrated. The product is purified by column to afford 626 mg of 1-(5-bromo-pyridin-... RXN SMILES: [Br:1][C:2]1[CH:3]=[C:4]([CH2:8][C:9]#[N:10])[CH:5]=[N:6][CH:7]=1.Br[CH2:12][CH2:13]Cl.CCOC(C)=O>[OH-].[Na+].[Cl-].C([N+](CC)(CC)CC)C1C=CC=CC=1>[Br:1][C:2]1[CH:3]=[C:4]([C:8]2([C:9]#[N:10])[CH2:13][CH2:12]2)[CH:5]=[N:6][CH:7]=1 |f:3.4,5.6|. Run in [OH-].[Na+] (NaOH). The reagents and catalysts are [Cl-].C(C1=CC=CC=C1)[N+](CC)(CC)CC (benzyl triethylammonium chloride). The reactants are O (Water), C([O-])(O)=O.[Na+] (sodium bicarbonate), II (iodine), FC=1C=CC=2N(C1)C(=NC2)SC (6-fluoro-3-methylsulfanyl-imidazo[1,5-a]pyridine). Run in C(C)O (ethanol). Reaction conditions: time 8 hour. The product is FC=1C=CC=2N(C1)C(=NC2I)SC (6-fluoro-1-iodo-3-methylsulfanyl-imidazo[1,5-a]pyridine). The yield is 40.6%. As a reaction SMILES: [F:1][C:2]1[CH:3]=[CH:4][C:5]2[N:6]([C:8]([S:11][CH3:12])=[N:9][CH:10]=2)[CH:7]=1.O.C(=O)(O)[O-].[Na+].[I:19]I>C(O)C>[F:1][C:2]1[CH:3]=[CH:4][C:5]2[N:6]([C:8]([S:11][CH3:12])=[N:9][C:10]=2[I:19])[CH:7]=1 |f:2.3|. Reported procedure: In a round-bottomed flask, 6-fluoro-3-methylsulfanyl-imidazo[1,5-a]pyridine (178 mg, 0.88 mmol) was dissolved in ethanol (1.6 ml). Water (0.8 ml), sodium bicarbonate (278 mg, 3.31 mmol) and iodine (312 mg, 1.23 mmol) were added. The dark brown suspension was stirred at room temperature overnight then quenched with 10% aqueous Na2S2O3 and extracted with EtOAc (2×). The combined organic layers were washed with 10% aqueous Na2S2O3, water, and brine then dried over sodium sulfate, filtered and conce... Starting materials: [BH4-], C=CCOC(=O)NC(CC1CC(SC(c2ccccc2)(c2ccccc2)c2ccccc2)CN1C(=O)OCC=C)C(=O)OC, CCO, [Cl-], [Li+], [Na+], C1CCOC1, O=C(O)CC(O)(CC(=O)O)C(=O)O. Yields the product C=CCOC(=O)NC(CO)CC1CC(SC(c2ccccc2)(c2ccccc2)c2ccccc2)CN1C(=O)OCC=C. Reaction SMILES: [BH4-:47].[CH2:1]([CH:2]=[CH2:3])[O:4][C:5](=[O:6])[N:7]1[CH:8]([CH2:32][CH:33]([C:34](=[O:35])[O:36][CH3:37])[NH:38][C:39](=[O:40])[O:41][CH2:42][CH:43]=[CH2:44])[CH2:9][CH:10]([S:12][C:13]([c:14]2[cH:15][cH:16][cH:17][cH:18][cH:19]2)([c:20]2[cH:21][cH:22][cH:23][cH:24][cH:25]2)[c:26]2[cH:27][cH:28][cH:29][cH:30][cH:31]2)[CH2:11]1.[CH3:67][CH2:68][OH:69].[Cl-:46].[Li+:45].[Na+:48].[O:62]1[CH2:63][CH2:64][CH2:65][CH2:66]1.[OH:49][C:50]([CH2:51][C:52]([C:53](=[O:54])[OH:55])([CH2:56][C:57](=[O:58])[OH:59])[OH:60])=[O:61]>>[CH2:1]([CH:2]=[CH2:3])[O:4][C:5](=[O:6])[N:7]1[CH:8]([CH2:32][CH:33]([CH2:34][OH:35])[NH:38][C:39](=[O:40])[O:41][CH2:42][CH:43]=[CH2:44])[CH2:9][CH:10]([S:12][C:13]([c:14]2[cH:15][cH:16][cH:17][cH:18][cH:19]2)([c:20]2[cH:21][cH:22][cH:23][cH:24][cH:25]2)[c:26]2[cH:27][cH:28][cH:29][cH:30][cH:31]2)[CH2:11]1.